Dataset: the Open Reaction Database (ORD), a public repository of structured organic reaction records. Task: describe an organic reaction: reactants, conditions, products, and yield Reactants: CC1=C(C(=C2C(=N1)SC1=C2CC=CC=C1)C1=CC=C(C=C1)C)C(C(=O)OC)CCC (methyl [2-methyl-4-(p-tolyl)-5H-cyclohepta[4,5]thieno [2,3-b]pyridin-3-yl]pentanoate), [OH-].[Na+] (sodium hydroxide). Solvent: CO (methanol), O (water). Conditions: temperature 60 celsius. The product is CC1=C(C(=C2C(=N1)SC1=C2CC=CC=C1)C1=CC=C(C=C1)C)C(C(=O)O)CCC (2-[2-Methyl-4-(p-tolyl)-5H-cyclohepta[4,5]thieno [2,3-b]pyridin-3-yl]pentanoic acid). The yield is 91.4%. As a reaction SMILES: [CH3:1][C:2]1[N:7]=[C:6]2[S:8][C:9]3[CH:15]=[CH:14][CH:13]=[CH:12][CH2:11][C:10]=3[C:5]2=[C:4]([C:16]2[CH:21]=[CH:20][C:19]([CH3:22])=[CH:18][CH:17]=2)[C:3]=1[CH:23]([CH2:28][CH2:29][CH3:30])[C:24]([O:26]C)=[O:25].[OH-].[Na+]>CO.O>[CH3:1][C:2]1[N:7]=[C:6]2[S:8][C:9]3[CH:15]=[CH:14][CH:13]=[CH:12][CH2:11][C:10]=3[C:5]2=[C:4]([C:16]2[CH:17]=[CH:18][C:19]([CH3:22])=[CH:20][CH:21]=2)[C:3]=1[CH:23]([CH2:28][CH2:29][CH3:30])[C:24]([OH:26])=[O:25] |f:1.2|. Procedure details: To a solution of methyl [2-methyl-4-(p-tolyl)-5H-cyclohepta[4,5]thieno [2,3-b]pyridin-3-yl]pentanoate (0.434 g; 1.03 mmol) in methanol (10 mL) and water (1 mL), was added a solution of sodium hydroxide 10 N (1 mL) and the mixture was heated at 60° C. for 18 h. After cooling, the reaction mixture was concentrated under reduced pressure. The residue was dissolved in ethyl acetate and the mixture was acidified with HCl (1N) until pH 1. The organic layer was washed with brine, water, dried over magn...